Dataset: the Open Reaction Database (ORD), a public repository of structured organic reaction records. Task: describe an organic reaction: reactants, conditions, products, and yield The reactants are BrC1=NNC2=C1N=C(C=1C=C(C=CC21)I)C2=C(C=CC=C2F)F (3-bromo-5-(2,6-difluorophenyl)-7-iodo-1H-pyrazolo[4,3-c]isoquinoline), O (water), C(C)(C)N(CC)C(C)C (diisopropylethylamine), C[Si](CCOCCl)(C)C (2-(trimethylsilyl)ethoxymethyl chloride). Run in CN(C)C=O (DMF). Run at time 24 hour. Yields the product BrC1=NN(C2=C1N=C(C=1C=C(C=CC21)I)C2=C(C=CC=C2F)F)COCC[Si](C)(C)C (3-bromo-5-(2,6-difluorophenyl)-1-(2-trimethylsilanyl ethoxymethyl)-7-iodo-1H-pyrazolo[4,3-c]isoquinoline). As a reaction SMILES: [Br:1][C:2]1[C:6]2[N:7]=[C:8]([C:16]3[C:21]([F:22])=[CH:20][CH:19]=[CH:18][C:17]=3[F:23])[C:9]3[CH:10]=[C:11]([I:15])[CH:12]=[CH:13][C:14]=3[C:5]=2[NH:4][N:3]=1.C(N(C(C)C)CC)(C)C.[CH3:33][Si:34]([CH3:41])([CH3:40])[CH2:35][CH2:36][O:37][CH2:38]Cl.O>CN(C=O)C>[Br:1][C:2]1[C:6]2[N:7]=[C:8]([C:16]3[C:17]([F:23])=[CH:18][CH:19]=[CH:20][C:21]=3[F:22])[C:9]3[CH:10]=[C:11]([I:15])[CH:12]=[CH:13][C:14]=3[C:5]=2[N:4]([CH2:38][O:37][CH2:36][CH2:35][Si:34]([CH3:41])([CH3:40])[CH3:33])[N:3]=1. Procedure: A 150 ml round-bottomed flask equipped with a magnetic stirrer and with a septum having a top-mounted argon intake is charged with 1.2 g of 3-bromo-5-(2,6-difluorophenyl)-7-iodo-1H-pyrazolo[4,3-c]isoquinoline, prepared in step 1 of example 6, in 24 ml of DMF, 3 ml of diisopropylethylamine and 0.92 ml of 2-(trimethylsilyl)ethoxymethyl chloride. The mixture is stirred at RT for 24 h and then poured into water, extracted with AcOEt, washed with saturated NaCl solution, dried over MgSO4, filtered an... The reactants are COc1cccc(C(Oc2ccc3c(cnn3-c3ccc(F)cc3)c2)C(C)N)c1, O=C(O)c1sc(C(F)(F)F)cc1O. The product is COc1cccc(C(Oc2ccc3c(cnn3-c3ccc(F)cc3)c2)C(C)NC(=O)c2sc(C(F)(F)F)cc2O)c1. As a reaction SMILES: [F:1][c:2]1[cH:3][cH:4][c:5](-[n:8]2[n:9][cH:10][c:11]3[cH:12][c:13]([O:17][CH:18]([CH:19]([CH3:20])[NH2:21])[c:22]4[cH:23][c:24]([O:28][CH3:29])[cH:25][cH:26][cH:27]4)[cH:14][cH:15][c:16]23)[cH:6][cH:7]1.[OH:30][c:31]1[c:32]([C:40](=[O:41])[OH:42])[s:33][c:34]([C:36]([F:37])([F:38])[F:39])[cH:35]1>>[F:1][c:2]1[cH:3][cH:4][c:5](-[n:8]2[n:9][cH:10][c:11]3[cH:12][c:13]([O:17][CH:18]([CH:19]([CH3:20])[NH:21][C:40]([c:32]4[c:31]([OH:30])[cH:35][c:34]([C:36]([F:37])([F:38])[F:39])[s:33]4)=[O:41])[c:22]4[cH:23][c:24]([O:28][CH3:29])[cH:25][cH:26][cH:27]4)[cH:14][cH:15][c:16]23)[cH:6][cH:7]1. The reactants are CCO, Fc1ccc2c(-c3ccc(OCC4CO4)cc3)noc2c1, NCc1ccc(C(F)(F)F)cc1. Yields the product OC(CNCc1ccc(C(F)(F)F)cc1)COc1ccc(-c2noc3cc(F)ccc23)cc1. As a reaction SMILES: [CH3:34][CH2:35][OH:36].[F:1][c:2]1[cH:3][c:4]2[c:5]([c:6](-[c:9]3[cH:10][cH:11][c:12]([O:15][CH2:16][CH:17]4[O:18][CH2:19]4)[cH:13][cH:14]3)[n:7][o:8]2)[cH:20][cH:21]1.[F:22][C:23]([c:24]1[cH:25][cH:26][c:27]([CH2:28][NH2:29])[cH:30][cH:31]1)([F:32])[F:33]>>[F:1][c:2]1[cH:3][c:4]2[c:5]([c:6](-[c:9]3[cH:10][cH:11][c:12]([O:15][CH2:16][CH:17]([OH:18])[CH2:19][NH:29][CH2:28][c:27]4[cH:26][cH:25][c:24]([C:23]([F:22])([F:32])[F:33])[cH:31][cH:30]4)[cH:13][cH:14]3)[n:7][o:8]2)[cH:20][cH:21]1. Starting materials: CCN=C=NCCCN(C)C, CN1CCOCC1, ClCCl, Cl, CC(NC(=O)Cc1cc(F)cc(F)c1)C(=O)O, NC1CC=CC(c2ccccc2)N(C2CCCC2)C1=O, On1nnc2ccccc21. Product: CC(NC(=O)Cc1cc(F)cc(F)c1)C(=O)NC1CC=CC(c2ccccc2)N(C2CCCC2)C1=O. Reaction SMILES: [CH3:48][CH2:49][N:50]=[C:51]=[N:52][CH2:53][CH2:54][CH2:55][N:56]([CH3:57])[CH3:58].[CH3:60][N:61]1[CH2:62][CH2:63][O:64][CH2:65][CH2:66]1.[Cl:67][CH2:68][Cl:69].[ClH:59].[F:21][c:22]1[cH:23][c:24]([CH2:29][C:30](=[O:31])[NH:32][CH:33]([CH3:34])[C:35](=[O:36])[OH:37])[cH:25][c:26]([F:28])[cH:27]1.[NH2:1][CH:2]1[C:3](=[O:20])[N:4]([CH:15]2[CH2:16][CH2:17][CH2:18][CH2:19]2)[CH:5]([c:9]2[cH:10][cH:11][cH:12][cH:13][cH:14]2)[CH:6]=[CH:7][CH2:8]1.[OH:38][n:39]1[c:40]2[c:41]([cH:42][cH:43][cH:44][cH:45]2)[n:46][n:47]1>>[NH:1]([CH:2]1[C:3](=[O:20])[N:4]([CH:15]2[CH2:16][CH2:17][CH2:18][CH2:19]2)[CH:5]([c:9]2[cH:10][cH:11][cH:12][cH:13][cH:14]2)[CH:6]=[CH:7][CH2:8]1)[C:35]([CH:33]([NH:32][C:30]([CH2:29][c:24]1[cH:23][c:22]([F:21])[cH:27][c:26]([F:28])[cH:25]1)=[O:31])[CH3:34])=[O:36]. The reactants are C1C=CC2=CC=CC=C12 (indene), CCC(CC)COC(C1=CC=CC=C1)(C2=CC=CC=C2)C(=O)N(C)CC[NH+](C)C.[Cl-] (X-100), BrBr (bromine). The solvent is O (water). Yields the product Br[C@H]1[C@@H](C2=CC=CC=C2C1)O (trans-2-bromoindan-1-ol). As a reaction SMILES: C1C2C(=CC=CC=2)C=C1.CCC(C[O:16][C:17](C(N(CC[NH+](C)C)C)=O)([C:24]1[CH:29]=CC=CC=1)[C:18]1[CH:23]=[CH:22][CH:21]=[CH:20][CH:19]=1)CC.[Cl-].[Br:40]Br>O>[Br:40][C@@H:24]1[CH2:29][C:19]2[C:18](=[CH:23][CH:22]=[CH:21][CH:20]=2)[C@H:17]1[OH:16] |f:1.2|. Procedure: 43.5 g of indene (92 wt %; 0.345 mol), 0.7 g of Triton X-100 and 100 ml of water were put into a 500-ml 3-mouthed flask, and mixed by stirring. Mixing was continued at 60° C. as 27.5 g of bromine (0.172 mol, 0.5 mol/mol of indene) was added dropwise over approximately 3 hours. After this, stirring at 60° C. was continued. The reaction mixture was extracted with ethyl acetate directly after dropwise addition of bromine, and after mixing for a further 1 hour. Yields of trans-2-bromoindan-1-ol were... The reactants are CC(C)(C)OC(=O)NC(CC(=O)O)c1ccsc1, C1CCOC1. Yields the product CC(C)(C)OC(=O)NC(CCO)c1ccsc1. As a reaction SMILES: [C:1]([CH3:2])([CH3:3])([CH3:4])[O:5][C:6](=[O:7])[NH:8][CH:9]([CH2:10][C:11](=[O:12])[OH:13])[c:14]1[cH:15][s:16][cH:17][cH:18]1.[CH2:19]1[O:20][CH2:21][CH2:22][CH2:23]1>>[C:1]([CH3:2])([CH3:3])([CH3:4])[O:5][C:6](=[O:7])[NH:8][CH:9]([CH2:10][CH2:11][OH:12])[c:14]1[cH:15][s:16][cH:17][cH:18]1. Reactants: C(#N)C=1C=CC2=C(OC[C@@H]3N2C(O[C@@H]3CCS(=O)(=O)[O-])=O)C1 (((3R,3aS)-7-cyano-1-oxo-1,3,3a,4-tetrahydrobenzo[b]oxazolo[3,4-d][1,4]oxazin-3-yl)methylmethanesulfonate), [K].C1(C=2C(C(N1)=O)=CC=CC2)=O (phthalimide potassium). Product: O=C1N(C(C2=CC=CC=C12)=O)C[C@@H]1OC(N2C3=C(OC[C@H]21)C=C(C=C3)C#N)=O ((3S,3 aS)-3-((1,3-dioxoisoindolin-2-yl)methyl)-1-oxo-1,3,3a,4-tetrahydrobenzo[b]oxazolo[3,4-d][1,4]oxazin-7-carbonitrile). The yield is 79.6%. RXN SMILES: [C:1]([C:3]1[CH:4]=[CH:5][C:6]2[N:11]3[C:12](=[O:21])[O:13][C@H:14]([CH2:15]CS([O-])(=O)=O)[C@@H:10]3[CH2:9][O:8][C:7]=2[CH:22]=1)#[N:2].[K].[C:24]1(=[O:34])[NH:28][C:27](=[O:29])[C:26]2=[CH:30][CH:31]=[CH:32][CH:33]=[C:25]12>>[O:29]=[C:27]1[C:26]2[C:25](=[CH:33][CH:32]=[CH:31][CH:30]=2)[C:24](=[O:34])[N:28]1[CH2:15][C@H:14]1[C@H:10]2[N:11]([C:6]3[CH:5]=[CH:4][C:3]([C:1]#[N:2])=[CH:22][C:7]=3[O:8][CH2:9]2)[C:12](=[O:21])[O:13]1 |f:1.2,^1:22|. Reported procedure: Using compound ((3R,3aS)-7-cyano-1-oxo-1,3,3a,4-tetrahydrobenzo[b]oxazolo[3,4-d][1,4]oxazin-3-yl)methylmethanesulfonate (0.31 g, 0.957 mmol) and phthalimide potassium (0.266 g, 1.435 mmol) as starting materials, preparation following the method as described in Example 1(d) afforded white solid 0.286 g, yield: 79.71%.